The task is: describe an organic reaction: reactants, conditions, products, and yield. This data is from the Open Reaction Database (ORD), a public repository of structured organic reaction records. Starting materials: C1(CCCCC1)CBr (Cyclohexylmethyl bromide), N1N=C(N=C1)S (1,2,4-triazole-3-thiol), C[O-].[Na+] (sodium methoxide). The solvent is CO (methanol). Conditions: time 8 hour. Product: N1N=C(N=C1)SCC1CCCCC1 (cyclohexylmethyl 1,2,4-triazol-3-yl sulfide). Isolated yield 81.1%. Reaction SMILES: [CH:1]1([CH2:7]Br)[CH2:6][CH2:5][CH2:4][CH2:3][CH2:2]1.[NH:9]1[CH:13]=[N:12][C:11]([SH:14])=[N:10]1.C[O-].[Na+]>CO>[NH:9]1[CH:13]=[N:12][C:11]([S:14][CH2:7][CH:1]2[CH2:6][CH2:5][CH2:4][CH2:3][CH2:2]2)=[N:10]1 |f:2.3|. Procedure details: Cyclohexylmethyl bromide (42 ml; 0.30 mol) was added over 5 min to 1,2,4-triazole-3-thiol (30.3 g; 0.30 mol) and sodium methoxide (17.3 g; 0.32 mol) in dry methanol (250 ml) under dry nitrogen. The mixture was refluxed for 4 h, stirred at room temperature overnight and evaporated. The residue was dissolved in ethyl acetate (400 ml) and water (200 ml). The organic phase is separated, washed with water (100 ml), dried (Na2SO4), filtered and its volume reduced by evaporation, causing a solid to pre...